From a dataset of the Open Reaction Database (ORD), a public repository of structured organic reaction records. describe an organic reaction: reactants, conditions, products, and yield Starting materials: C(C)(C)(C)OC(=O)N1C[C@H]([C@H](CC1)NC(=O)C=1NC(=C(C1Cl)Cl)C)COS(=O)(=O)C1=CC=C(C=C1)C (Cis-tert-butyl-4-{[(3,4-dichloro-5-methyl-1H-pyrrol-2-yl)carbonyl]amino}-3-({[(4-methylphenyl)sulfonyl]oxy}methyl)piperidine-1-carboxylate), C(C)(C)(C)OC(=O)N1C[C@H]([C@H](CC1)NC(=O)C=1NC(=C(C1Cl)Cl)C)COS(=O)(=O)C1=CC=C(C=C1)C (Cis-tert-butyl-4-{[(3,4-dichloro-5-methyl-1H-pyrrol-2-yl)carbonyl]amino}-3-({[(4-methylphenyl)sulfonyl]oxy}methyl)piperidine-1-carboxylate), C[O-].[Na+] (NaOMe). The solvent is CO (MeOH), CO (MeOH). Run at time 2 day. The product is C(C)(C)(C)OC(=O)N1C[C@H]([C@H](CC1)NC(=O)C=1NC(=C(C1Cl)Cl)C)COC (Cis(±)4-[(3,4-Dichloro-5-methyl-1H-pyrrole-2-carbonyl) -amino]-3-methoxymethyl-piperidine-1-carboxylic acid tert-butyl ester). Reaction SMILES: [C:1]([O:5][C:6]([N:8]1[CH2:13][CH2:12][C@H:11]([NH:14][C:15]([C:17]2[NH:18][C:19]([CH3:24])=[C:20]([Cl:23])[C:21]=2[Cl:22])=[O:16])[C@H:10]([CH2:25][O:26]S(C2C=CC(C)=CC=2)(=O)=O)[CH2:9]1)=[O:7])([CH3:4])([CH3:3])[CH3:2].[CH3:37][O-].[Na+]>CO>[C:1]([O:5][C:6]([N:8]1[CH2:13][CH2:12][C@H:11]([NH:14][C:15]([C:17]2[NH:18][C:19]([CH3:24])=[C:20]([Cl:23])[C:21]=2[Cl:22])=[O:16])[C@H:10]([CH2:25][O:26][CH3:37])[CH2:9]1)=[O:7])([CH3:4])([CH3:2])[CH3:3] |f:1.2|. Reported procedure: Cis-tert-butyl-4-{[(3,4-dichloro-5-methyl-1H-pyrrol-2-yl)carbonyl]amino}-3-({[(4-methylphenyl)sulfonyl]oxy}methyl)piperidine-1-carboxylate (Intermediate 72; 325 mg) was dissolved in 5 ml of a 30 wt % MeOH solution containing NaOMe and an additional 5 ml of dry MeOH. The homogeneous reaction was stirred at room temperature for 2 days. Upon reacting, solids began to precipitate from solution. The reaction was concentrated to a solid residue, re-dissolved in EtOAc and washed with saturated NH4Cl (2...